Dataset: the Open Reaction Database (ORD), a public repository of structured organic reaction records. Task: describe an organic reaction: reactants, conditions, products, and yield Starting materials: O=C([O-])[O-], COc1cc2c(Nc3ccc(Cl)c(Cl)c3)ncnc2cc1O, CN1CCN(Cc2nc(CCl)cs2)CC1, Cl, [K+], [K+], CN(C)C=O. The product is COc1cc2c(Nc3ccc(Cl)c(Cl)c3)ncnc2cc1OCc1csc(CN2CCN(C)CC2)n1. RXN SMILES: [C:39](=[O:40])([O-:41])[O-:42].[Cl:17][c:18]1[cH:19][c:20]([NH:25][c:26]2[n:27][cH:28][n:29][c:30]3[cH:31][c:32]([OH:38])[c:33]([O:36][CH3:37])[cH:34][c:35]23)[cH:21][cH:22][c:23]1[Cl:24].[Cl:2][CH2:3][c:4]1[n:5][c:6]([CH2:9][N:10]2[CH2:11][CH2:12][N:13]([CH3:16])[CH2:14][CH2:15]2)[s:7][cH:8]1.[ClH:1].[K+:43].[K+:44].[O:45]=[CH:46][N:47]([CH3:48])[CH3:49]>>[CH2:3]([c:4]1[n:5][c:6]([CH2:9][N:10]2[CH2:11][CH2:12][N:13]([CH3:16])[CH2:14][CH2:15]2)[s:7][cH:8]1)[O:38][c:32]1[cH:31][c:30]2[n:29][cH:28][n:27][c:26]([NH:25][c:20]3[cH:19][c:18]([Cl:17])[c:23]([Cl:24])[cH:22][cH:21]3)[c:35]2[cH:34][c:33]1[O:36][CH3:37]. The reactants are ClC1=C(C(=O)O)C=C(C=C1[N+](=O)[O-])[N+](=O)[O-] (2-chloro-3,5-dinitrobenzoic acid), CI (methyl iodide), ice water, C([O-])([O-])=O.[K+].[K+] (potassium carbonate), C(C1=CC=CC=C1)S (benzyl mercaptan). The solvent is CN(C=O)C (dimethylformamide), CN(C=O)C (dimethylformamide). Reaction conditions: temperature -5 celsius, time 16 hour. Yields the product COC(C1=C(C(=CC(=C1)[N+](=O)[O-])[N+](=O)[O-])SCC1=CC=CC=C1)=O (2-benzylthio-3,5-dinitro-benzoic acid methyl ester). As a reaction SMILES: C(=O)([O-])[O-].[K+].[K+].Cl[C:8]1[C:16]([N+:17]([O-:19])=[O:18])=[CH:15][C:14]([N+:20]([O-:22])=[O:21])=[CH:13][C:9]=1[C:10]([OH:12])=[O:11].[CH2:23]([SH:30])[C:24]1[CH:29]=[CH:28][CH:27]=[CH:26][CH:25]=1.[CH3:31]I>CN(C)C=O>[CH3:31][O:12][C:10](=[O:11])[C:9]1[CH:13]=[C:14]([N+:20]([O-:22])=[O:21])[CH:15]=[C:16]([N+:17]([O-:19])=[O:18])[C:8]=1[S:30][CH2:23][C:24]1[CH:29]=[CH:28][CH:27]=[CH:26][CH:25]=1 |f:0.1.2|. Procedure details: 332 g (2.40 mol) of potassium carbonate are introduced into 500 ml of dimethylformamide and cooled to -5° C. 375 g (1.14 mol) of 2-chloro-3,5-dinitrobenzoic acid (75% with 25% water; transport and storage form) in 1.1 l of dimethylformamide are then added over a period of 30 minutes, during which time the internal temperature is maintained at from -5° to 4° C. 142 g (1.14 mol) of benzyl mercaptan are then added dropwise at from 0° to 3° C. over a period of 2.5 hours. The temperature is subsequen... Reactants: [H-].[Na+] (sodium hydride), C(C)OC(=O)C1=CN=C2N1C=C(C=C2)C2=C1N(N=C2C2=NC(=CC=C2)C)CCC1 (6-[2-(6-methyl-pyridin-2-yl)-5,6-dihydro-4H-pyrrolo[1,2-b]pyrazol-3-yl]-imidazo[1,2-a]pyridine-3-carboxylic acid ethyl ester), C(=O)N (formamide). Run in CN(C)C=O (DMF), C(C)(=O)OCC (ethyl acetate), C([O-])(O)=O.[Na+] (sodium bicarbonate). Reaction conditions: temperature 155 celsius. Yields the product CC1=CC=CC(=N1)C=1C(=C2N(N1)CCC2)C=2C=CC=1N(C2)C(=CN1)C(=O)N (6-[2-(6-Methyl-pyridin-2-yl)-5,6-dihydro-4H-pyrrolo[1,2-b]pyrazol-3-yl]-imidazo[1,2-a]pyridine-3-carboxylic Acid Amide). Isolated yield 99.0%. RXN SMILES: [CH:1]([NH2:3])=[O:2].[H-].[Na+].C(OC([C:11]1[N:15]2[CH:16]=[C:17]([C:20]3[C:24]([C:25]4[CH:30]=[CH:29][CH:28]=[C:27]([CH3:31])[N:26]=4)=[N:23][N:22]4[CH2:32][CH2:33][CH2:34][C:21]=34)[CH:18]=[CH:19][C:14]2=[N:13][CH:12]=1)=O)C>CN(C=O)C.C(OCC)(=O)C.C(=O)(O)[O-].[Na+]>[CH3:31][C:27]1[N:26]=[C:25]([C:24]2[C:20]([C:17]3[CH:18]=[CH:19][C:14]4[N:15]([C:11]([C:1]([NH2:3])=[O:2])=[CH:12][N:13]=4)[CH:16]=3)=[C:21]3[CH2:34][CH2:33][CH2:32][N:22]3[N:23]=2)[CH:30]=[CH:29][CH:28]=1 |f:1.2,6.7|. Procedure details: Add formamide (36 mL) to a suspension of sodium hydride (2.04 g, 60% dispersion in mineral oil, 51.1 mmol) and 6-[2-(6-methyl-pyridin-2-yl)-5,6-dihydro-4H-pyrrolo[1,2-b]pyrazol-3-yl]-imidazo[1,2-a]pyridine-3-carboxylic acid ethyl ester (3.6 g, 9.29 mmol) in DMF (15 mL) over 10 min. Heat at 155° C. for 40 min, cool, dilute with ethyl acetate, and carefully dilute with saturated aqueous sodium bicarbonate. Filter any un-dissolved solid and wash with ethyl acetate. Concentrate the remaining organic... The reactants are O=CCC=1C=CC=2N(C1)C(=CN2)C(=O)OCC (ethyl 6-(2-oxoethyl)imidazo[1,2-a]pyridine-3-carboxylate), CN1CCNCC1 (1-methylpiperazine), C(C)(=O)O[BH-](OC(C)=O)OC(C)=O.[Na+] (sodium triacetoxyborohydride). The solvent is C(Cl)Cl (DCM). Conditions: time 8 hour. The product is CN1CCN(CC1)CCC=1C=CC=2N(C1)C(=CN2)C(=O)OC (methyl 6-(2-(4-methylpiperazin-1-yl)ethyl)imidazo[1,2-a]pyridine-3-carboxylate). RXN SMILES: O=[CH:2][CH2:3][C:4]1[CH:5]=[CH:6][C:7]2[N:8]([C:10]([C:13]([O:15][CH2:16]C)=[O:14])=[CH:11][N:12]=2)[CH:9]=1.[CH3:18][N:19]1[CH2:24][CH2:23][NH:22][CH2:21][CH2:20]1.C(O[BH-](OC(=O)C)OC(=O)C)(=O)C.[Na+]>C(Cl)Cl>[CH3:18][N:19]1[CH2:24][CH2:23][N:22]([CH2:2][CH2:3][C:4]2[CH:5]=[CH:6][C:7]3[N:8]([C:10]([C:13]([O:15][CH3:16])=[O:14])=[CH:11][N:12]=3)[CH:9]=2)[CH2:21][CH2:20]1 |f:2.3|. Procedure: To a stirring solution of crude ethyl 6-(2-oxoethyl)imidazo[1,2-a]pyridine-3-carboxylate (112) (214 mg, 0.92 mmol) in DCM (5 mL) and 1-methylpiperazine (231 μL, 2.30 mmol) at room temperature was added portion-wise sodium triacetoxyborohydride (586 mg, 2.77 mmol). The reaction was stirred at room temperature overnight. The solvent was concentrated. The crude was taken in 10% sodium bicarbonate and ethyl acetate. The organic was washed with water, brine and dried over anhydrous sodium sulfate. Th... Starting materials: FC=1C=C(OC2=C(C=CC=C2)CO)C=CC1 (2-(3-Fluorophenoxy)benzenemethanol), S(=O)(Cl)Cl (Thionyl chloride). Run in N1=CC=CC=C1 (pyridine). Run at time 5 hour. Yields the product ClCC1=C(C=CC=C1)OC1=CC(=CC=C1)F (1-(Chloromethyl)-2-(3-fluorophenoxy)benzene). RXN SMILES: [F:1][C:2]1[CH:3]=[C:4]([CH:14]=[CH:15][CH:16]=1)[O:5][C:6]1[CH:11]=[CH:10][CH:9]=[CH:8][C:7]=1[CH2:12]O.S(Cl)([Cl:19])=O>N1C=CC=CC=1>[Cl:19][CH2:12][C:7]1[CH:8]=[CH:9][CH:10]=[CH:11][C:6]=1[O:5][C:4]1[CH:14]=[CH:15][CH:16]=[C:2]([F:1])[CH:3]=1. Reported procedure: 2-(3-Fluorophenoxy)benzenemethanol (30 g.) was mixed with 13.2 ml. of pyridine. Thionyl chloride (12.4 ml.) was added dropwise at 25°-30°, the mixture stirred 5 hours at room temperature, then partitioned between water and ether. The organic layer was washed with a 10% sodium carbonate solution, then with water, dried over sodium carbonate and evaporated to give the title compound. ##STR12## Starting materials: Cl.C(C)(C)(C)SCCN1C(SC2=C1C=CC(=C2)OC(F)(F)F)=N (3-(2-tert-Butylthioethyl)-2-imino-6-trifluoromethoxybenzothiazoline hydrochloride), Br (hydrobromic acid). Reaction SMILES: Cl.C([S:6][CH2:7][CH2:8][N:9]1[C:13]2[CH:14]=[CH:15][C:16]([O:18][C:19]([F:22])([F:21])[F:20])=[CH:17][C:12]=2[S:11][C:10]1=[NH:23])(C)(C)C.[BrH:24]>>[BrH:24].[NH:23]=[C:10]1[N:9]([CH2:8][CH2:7][SH:6])[C:13]2[CH:14]=[CH:15][C:16]([O:18][C:19]([F:22])([F:20])[F:21])=[CH:17][C:12]=2[S:11]1 |f:0.1,3.4|. Procedure: 3-(2-tert-Butylthioethyl)-2-imino-6-trifluoromethoxybenzothiazoline hydrochloride (1.5 g) and 47% strength hydrobromic acid (15 cc) are heated for 4 hours to 100° C. After cooling of the mixture to 0° C., the precipitate formed is filtered off and washed with distilled water (2×25 cc) and then with ethyl ether (2×30 cc). 2-(2-Imino-6-trifluoromethoxy-3-benzothiazolinyl)ethanethiol hydrobromide (0.9 g), m.p. 180° C., is obtained. Product: Br.N=C1SC2=C(N1CCS)C=CC(=C2)OC(F)(F)F (2-(2-Imino-6-trifluoromethoxy-3-benzothiazolinyl)ethanethiol hydrobromide). Reaction conditions: temperature 0 celsius. The reactants are C(=O)(C(F)(F)F)O (TFA), C(C1=CC=CC=C1)[C@H](C(=O)N[C@H]1CCCN2N(C1=O)[C@@H](CCC2)C(=O)OC(C)(C)C)CC[C@@H](C(=O)N[C@H]2CCCN1N(C2=O)[C@@H](CCC1)C(=O)OC(C)(C)C)CC1=CC=CC=C1 (di-tert-butyl (1S,9S,1′S,9′S)-9,9′-(((2R,5R)-2,5-dibenzyl-1,6-dioxo-1,6-hexanediyl)diimino)bis(10-oxooctahydro-6H-pyridazino[1,2-a][1,2]diazepine-1-carboxylate)). Run at time 8 hour. The product is C(C1=CC=CC=C1)[C@H](C(=O)N[C@H]1CCCN2N(C1=O)[C@@H](CCC2)C(=O)O)CC[C@@H](C(=O)N[C@H]2CCCN1N(C2=O)[C@@H](CCC1)C(=O)O)CC1=CC=CC=C1 ((1S,9S,1′S,9′S)-9,9′-(((2R,5R)-2,5-dibenzyl-1,6-dioxo-1,6-hexanediyl)diimino)bis(10-oxooctahydro-6H-pyridazino[1,2-a][1,2]diazepine-1-carboxylic acid)). Yield: 101.0%. Reaction SMILES: C(O)(C(F)(F)F)=O.[CH2:8]([C@@H:15]([CH2:38][CH2:39][C@H:40]([CH2:63][C:64]1[CH:69]=[CH:68][CH:67]=[CH:66][CH:65]=1)[C:41]([NH:43][C@@H:44]1[C:50](=[O:51])[N:49]2[C@H:52]([C:56]([O:58]C(C)(C)C)=[O:57])[CH2:53][CH2:54][CH2:55][N:48]2[CH2:47][CH2:46][CH2:45]1)=[O:42])[C:16]([NH:18][C@@H:19]1[C:25](=[O:26])[N:24]2[C@H:27]([C:31]([O:33]C(C)(C)C)=[O:32])[CH2:28][CH2:29][CH2:30][N:23]2[CH2:22][CH2:21][CH2:20]1)=[O:17])[C:9]1[CH:14]=[CH:13][CH:12]=[CH:11][CH:10]=1>>[CH2:8]([C@@H:15]([CH2:38][CH2:39][C@H:40]([CH2:63][C:64]1[CH:65]=[CH:66][CH:67]=[CH:68][CH:69]=1)[C:41]([NH:43][C@@H:44]1[C:50](=[O:51])[N:49]2[C@H:52]([C:56]([OH:58])=[O:57])[CH2:53][CH2:54][CH2:55][N:48]2[CH2:47][CH2:46][CH2:45]1)=[O:42])[C:16]([NH:18][C@@H:19]1[C:25](=[O:26])[N:24]2[C@H:27]([C:31]([OH:33])=[O:32])[CH2:28][CH2:29][CH2:30][N:23]2[CH2:22][CH2:21][CH2:20]1)=[O:17])[C:9]1[CH:14]=[CH:13][CH:12]=[CH:11][CH:10]=1. Procedure: TFA (0.075 mL) was added to a solution of di-tert-butyl (1S,9S,1′S,9′S)-9,9′-(((2R,5R)-2,5-dibenzyl-1,6-dioxo-1,6-hexanediyl)diimino)bis(10-oxooctahydro-6H-pyridazino[1,2-a][1,2]diazepine-1-carboxylate) (28 mg, 0.033 in DCM, 0.25 mL). The reaction mixture was stirred overnight at rt. The reaction mixture was concentrated and placed under vacuum to give (1S,9S,1′S,9′S)-9,9′-(((2R,5R)-2,5-dibenzyl-1,6-dioxo-1,6-hexanediyl)diimino)bis(10-oxooctahydro-6H-pyridazino[1,2-a][1,2]diazepine-1-carboxylic ... Reactants: Clc1ccc(NCC2CCOCC2)nc1Br, COCCOC, CCOC(C)=O, CO, OB(O)c1ccnc(F)c1, [Na+], [Na+], O=C([O-])[O-]. Product: Fc1cc(-c2nc(NCC3CCOCC3)ccc2Cl)ccn1. RXN SMILES: [Br:1][c:2]1[c:3]([Cl:16])[cH:4][cH:5][c:6]([NH:8][CH2:9][CH:10]2[CH2:11][CH2:12][O:13][CH2:14][CH2:15]2)[n:7]1.[CH3:27][O:28][CH2:29][CH2:30][O:31][CH3:32].[CH3:39][CH2:40][O:41][C:42](=[O:43])[CH3:44].[CH3:45][OH:46].[F:17][c:18]1[n:19][cH:20][cH:21][c:22]([B:24]([OH:25])[OH:26])[cH:23]1.[Na+:33].[Na+:34].[O-:35][C:36](=[O:37])[O-:38]>>[c:2]1(-[c:22]2[cH:21][cH:20][n:19][c:18]([F:17])[cH:23]2)[c:3]([Cl:16])[cH:4][cH:5][c:6]([NH:8][CH2:9][CH:10]2[CH2:11][CH2:12][O:13][CH2:14][CH2:15]2)[n:7]1. Starting materials: CC1CNCCN1c1ccc2nnc(C(F)(F)F)n2n1, O=Cc1ccncc1. Yields the product CC1CN(Cc2ccncc2)CCN1c1ccc2nnc(C(F)(F)F)n2n1. Reaction SMILES: [CH3:9][CH:10]1[N:11]([c:16]2[cH:17][cH:18][c:19]3[n:20]([n:21]2)[c:22]([C:25]([F:26])([F:27])[F:28])[n:23][n:24]3)[CH2:12][CH2:13][NH:14][CH2:15]1.[n:1]1[cH:2][cH:3][c:4]([CH:7]=[O:8])[cH:5][cH:6]1>>[n:1]1[cH:2][cH:3][c:4]([CH2:7][N:14]2[CH2:13][CH2:12][N:11]([c:16]3[cH:17][cH:18][c:19]4[n:20]([n:21]3)[c:22]([C:25]([F:26])([F:27])[F:28])[n:23][n:24]4)[CH:10]([CH3:9])[CH2:15]2)[cH:5][cH:6]1. Reactants: OC1=CC=C(C(=O)N2CCC(CC2)N2C(=O)CCC3=CC=CC=C23)C=C1 (1-[1-(4-Hydroxybenzoyl)-4-piperidinyl]-3,4-dihydrocarbostyril), C(C=C(C)C)Br (prenyl bromide), 1,8-diazabicyclo[5.4.0]-undecene-7. Solvent: C(C)(C)O (isopropanol). Product: C(C=C(C)C)OC1=CC=C(C(=O)N2CCC(CC2)N2C(=O)CCC3=CC=CC=C23)C=C1 (1-{1-[4-(2-isopentenyloxy)benzoyl]-4-piperidinyl}-3,4-dihydrocarbostyril). Reaction SMILES: [OH:1][C:2]1[CH:26]=[CH:25][C:5]([C:6]([N:8]2[CH2:13][CH2:12][CH:11]([N:14]3[C:24]4[C:19](=[CH:20][CH:21]=[CH:22][CH:23]=4)[CH2:18][CH2:17][C:15]3=[O:16])[CH2:10][CH2:9]2)=[O:7])=[CH:4][CH:3]=1.[CH2:27](Br)[CH:28]=[C:29]([CH3:31])[CH3:30]>C(O)(C)C>[CH2:27]([O:1][C:2]1[CH:3]=[CH:4][C:5]([C:6]([N:8]2[CH2:9][CH2:10][CH:11]([N:14]3[C:24]4[C:19](=[CH:20][CH:21]=[CH:22][CH:23]=4)[CH2:18][CH2:17][C:15]3=[O:16])[CH2:12][CH2:13]2)=[O:7])=[CH:25][CH:26]=1)[CH:28]=[C:29]([CH3:31])[CH3:30]. Reported procedure: 1-[1-(4-Hydroxybenzoyl)-4-piperidinyl]-3,4-dihydrocarbostyril (500 mg), prenyl bromide (0.5 ml) and 1,8-diazabicyclo[5.4.0]-undecene-7 (0.65 ml) are dissolved in isopropanol (10 ml) and the mixture is refluxed with heating for 4 hours. The solvent is distilled off under reduced pressure and the residue is purified by silica gel column chromatography (solvent; n-hexane:ethyl acetate=2:1) to give 1-{1-[4-(2-isopentenyloxy)benzoyl]-4-piperidinyl}-3,4-dihydrocarbostyril (0.159 g).